Dataset: the Open Reaction Database (ORD), a public repository of structured organic reaction records. Task: describe an organic reaction: reactants, conditions, products, and yield The reactants are CCOc1cc(CCN2CCN(C)CC2)ccc1N, C[O-], CC(C)O, COc1ccc(-c2nc3ccccn3c2-c2ccnc(Cl)n2)cc1C(=O)Nc1c(F)cccc1F, ClCCl, [Na+], Cc1ccc(S(=O)(=O)O)cc1. Product: CCOc1cc(CCN2CCN(C)CC2)ccc1Nc1nccc(-c2c(-c3ccc(OC)c(C(=O)Nc4c(F)cccc4F)c3)nc3ccccn23)n1. As a reaction SMILES: [CH2:36]([CH3:37])[O:38][c:39]1[c:40]([NH2:41])[cH:42][cH:43][c:44]([CH2:46][CH2:47][N:48]2[CH2:49][CH2:50][N:51]([CH3:54])[CH2:52][CH2:53]2)[cH:45]1.[CH3:66][O-:67].[CH:72]([OH:73])([CH3:74])[CH3:75].[Cl:1][c:2]1[n:3][cH:4][cH:5][c:6](-[c:8]2[c:9](-[c:17]3[cH:18][cH:19][c:20]([O:34][CH3:35])[c:21]([C:22](=[O:23])[NH:24][c:25]4[c:26]([F:32])[cH:27][cH:28][cH:29][c:30]4[F:31])[cH:33]3)[n:10][c:11]3[n:12]2[cH:13][cH:14][cH:15][cH:16]3)[n:7]1.[Cl:69][CH2:70][Cl:71].[Na+:68].[c:55]1([CH3:56])[cH:57][cH:58][c:59]([S:60]([OH:61])(=[O:62])=[O:63])[cH:64][cH:65]1>>[c:2]1([NH:41][c:40]2[c:39]([O:38][CH2:36][CH3:37])[cH:45][c:44]([CH2:46][CH2:47][N:48]3[CH2:49][CH2:50][N:51]([CH3:54])[CH2:52][CH2:53]3)[cH:43][cH:42]2)[n:3][cH:4][cH:5][c:6](-[c:8]2[c:9](-[c:17]3[cH:18][cH:19][c:20]([O:34][CH3:35])[c:21]([C:22](=[O:23])[NH:24][c:25]4[c:26]([F:32])[cH:27][cH:28][cH:29][c:30]4[F:31])[cH:33]3)[n:10][c:11]3[n:12]2[cH:13][cH:14][cH:15][cH:16]3)[n:7]1. Reactants: CCN(C(=O)OC(C)(C)C)C(C)Cc1ccc2c(c1)OC(C(N)=O)O2, C1CCOC1, [H-], [Li]. Product: CCN(C(=O)OC(C)(C)C)C(C)Cc1ccc2c(c1)OC(CN)O2. As a reaction SMILES: [C:3]([CH3:4])([CH3:5])([CH3:6])[O:7][C:8]([N:9]([CH2:10][CH3:11])[CH:12]([CH2:13][c:14]1[cH:15][c:16]2[c:17]([cH:24][cH:25]1)[O:18][CH:19]([C:21]([NH2:22])=[O:23])[O:20]2)[CH3:26])=[O:27].[CH2:28]1[O:29][CH2:30][CH2:31][CH2:32]1.[H-:2].[Li:1]>>[C:3]([CH3:4])([CH3:5])([CH3:6])[O:7][C:8]([N:9]([CH2:10][CH3:11])[CH:12]([CH2:13][c:14]1[cH:15][c:16]2[c:17]([cH:24][cH:25]1)[O:18][CH:19]([CH2:21][NH2:22])[O:20]2)[CH3:26])=[O:27]. Starting materials: COC1=NC=C(C=C1NC([C@H](CC1=CC=CC=C1)NC1(CC1)C1=NC=CC=C1)=O)C1=CC=NN1C1OCCCC1 ((2S)—N-(2-methoxy-5-(1-(tetrahydro-2H-pyran-2-yl)-1H-pyrazol-5-yl)pyridin-3-yl)-3-phenyl-2-(1-(pyridin-2-yl)cyclopropylamino)propanamide), C(=O)(C(F)(F)F)O (TFA). The solvent is C(Cl)Cl (DCM). Run at time 2 hour. Product: COC1=NC=C(C=C1NC([C@H](CC1=CC=CC=C1)NC1(CC1)C1=NC=CC=C1)=O)C1=CC=NN1 ((2S)—N-(2-methoxy-5-(1H-pyrazol-5-yl)pyridin-3-yl)-3-phenyl-2-(1-(pyridin-2-yl)cyclopropylamino)propanamide). The yield is 44.0%. RXN SMILES: [CH3:1][O:2][C:3]1[C:8]([NH:9][C:10](=[O:29])[C@@H:11]([NH:19][C:20]2([C:23]3[CH:28]=[CH:27][CH:26]=[CH:25][N:24]=3)[CH2:22][CH2:21]2)[CH2:12][C:13]2[CH:18]=[CH:17][CH:16]=[CH:15][CH:14]=2)=[CH:7][C:6]([C:30]2[N:34](C3CCCCO3)[N:33]=[CH:32][CH:31]=2)=[CH:5][N:4]=1.C(O)(C(F)(F)F)=O>C(Cl)Cl>[CH3:1][O:2][C:3]1[C:8]([NH:9][C:10](=[O:29])[C@@H:11]([NH:19][C:20]2([C:23]3[CH:28]=[CH:27][CH:26]=[CH:25][N:24]=3)[CH2:21][CH2:22]2)[CH2:12][C:13]2[CH:14]=[CH:15][CH:16]=[CH:17][CH:18]=2)=[CH:7][C:6]([C:30]2[NH:34][N:33]=[CH:32][CH:31]=2)=[CH:5][N:4]=1. Procedure details: To a 20 ml vial was added (2S)—N-(2-methoxy-5-(1-(tetrahydro-2H-pyran-2-yl)-1H-pyrazol-5-yl)pyridin-3-yl)-3-phenyl-2-(1-(pyridin-2-yl)cyclopropylamino)propanamide 14.1.D (200 mg, 0.37 mmole), 8 ml of DCM and 2 ml of TFA. The reaction was stirred at room temperature for 2 hours then refluxed for 2 seconds at which time the solvent was removed with a stream of nitrogen. The crude was purified by reverse phase preparative HPLC to give (2S)—N-(2-methoxy-5-(1H-pyrazol-5-yl)pyridin-3-yl)-3-phenyl-2-(1... Starting materials: BrC1=CC=C(CS(=O)(=O)O)C=C1 (4-bromobenzylsulfonic acid), [Na] (sodium), P(Cl)(Cl)(Cl)(Cl)Cl (phosphorus pentachloride). The solvent is C(C)OCC (diethyl ether). Conditions: temperature 80 celsius, time 30 minute. Yields the product BrC1=CC=C(CS(=O)(=O)Cl)C=C1 (4-bromobenzylsulfonyl chloride). RXN SMILES: [Br:1][C:2]1[CH:12]=[CH:11][C:5]([CH2:6][S:7](O)(=[O:9])=[O:8])=[CH:4][CH:3]=1.[Na].P(Cl)(Cl)(Cl)(Cl)[Cl:15]>C(OCC)C>[Br:1][C:2]1[CH:12]=[CH:11][C:5]([CH2:6][S:7]([Cl:15])(=[O:9])=[O:8])=[CH:4][CH:3]=1 |^1:12|. Procedure details: The 4-bromobenzylsulfonic acid, sodium salt (12.9 g, 43.6 mmol) was combined without further purification with phosphorus pentachloride (10.8 g, 52 mmol) to form an intimate mixture. The mixture was heated to 80° C. under a nitrogen atmosphere and became homogeneous after about 30 minutes. The reaction mixture was maintained at this temperature for about 5 hours. It was then cooled, diluted with diethyl ether and added to a large volume of ice. The ether layer was separated, washed with water an... Starting materials: CC1(OC2=CC=C(C=C2C(C1)N(S(=O)(=O)C)CC)O)C (N-[2,2-dimethyl-6-hydroxychroman-4-yl]-N-ethyl-methanesulfonamide), [H-].[Na+] (NaH), Cl.COC1=CC(=NC=C1)CCl (4-methoxy-2-chloromethylpyridine hydrochloride). Solvent: CC(=O)N(C)C (DMA), CC(=O)N(C)C (DMA). Conditions: temperature 75 celsius. The product is C(C)N(S(=O)(=O)C)C1CC(OC2=CC=C(C=C12)OCC1=NC=CC(=C1)OC)(C)C (N-Ethyl—N-[6-(((4-methoxypyridin-2-yl)methyl)oxy)-2,2-dimethylchroman-4-yl]methanesulfonamide). RXN SMILES: [CH3:1][C:2]1([CH3:20])[CH2:11][CH:10]([N:12]([CH2:17][CH3:18])[S:13]([CH3:16])(=[O:15])=[O:14])[C:9]2[C:4](=[CH:5][CH:6]=[C:7]([OH:19])[CH:8]=2)[O:3]1.[H-].[Na+].Cl.[CH3:24][O:25][C:26]1[CH:31]=[CH:30][N:29]=[C:28]([CH2:32]Cl)[CH:27]=1>CC(N(C)C)=O>[CH2:17]([N:12]([CH:10]1[C:9]2[C:4](=[CH:5][CH:6]=[C:7]([O:19][CH2:32][C:28]3[CH:27]=[C:26]([O:25][CH3:24])[CH:31]=[CH:30][N:29]=3)[CH:8]=2)[O:3][C:2]([CH3:1])([CH3:20])[CH2:11]1)[S:13]([CH3:16])(=[O:15])=[O:14])[CH3:18] |f:1.2,3.4|. Procedure: 0.58 g (1.9 mmol) of N-[2,2-dimethyl-6-hydroxychroman-4-yl]-N-ethyl-methanesulfonamide (Example 1g) was stirred at 50° C. for 30 min with 0.15 g (5 mmol) of NaH (80%) in 40 ml of DMA. A solution of 0.4 g (2 mmol) of 4-methoxy-2-chloromethylpyridine hydrochloride in 5 ml of DMA was then added dropwise and the mixture was heated to 75° C. for 2 h. After reaction was complete, it was concentrated in vac., the residue was treated with ice water, the mixture was extracted with EA, the extract was dri... Reactants: C1(=CC=CC=C1)CC(=O)C1C(NC2=CC=CC=C12)=O (3-(2-Phenylacetyl)-2-oxindole), C(C)(=O)OC(C)=O (acetic anhydride), Cl (hydrochloric acid). Solvent: O (water). The product is C(C)(=O)N1C(C(C2=CC=CC=C12)C(CC1=CC=CC=C1)=O)=O (1-Acetyl-3-(2-phenylacetyl)-2-oxindole). Yield: 40.0%. As a reaction SMILES: [C:1]1([CH2:7][C:8]([CH:10]2[C:18]3[C:13](=[CH:14][CH:15]=[CH:16][CH:17]=3)[NH:12][C:11]2=[O:19])=[O:9])[CH:6]=[CH:5][CH:4]=[CH:3][CH:2]=1.[C:20](OC(=O)C)(=[O:22])[CH3:21].Cl>O>[C:20]([N:12]1[C:13]2[C:18](=[CH:17][CH:16]=[CH:15][CH:14]=2)[CH:10]([C:8](=[O:9])[CH2:7][C:1]2[CH:6]=[CH:5][CH:4]=[CH:3][CH:2]=2)[C:11]1=[O:19])(=[O:22])[CH3:21]. Procedure details: 3-(2-Phenylacetyl)-2-oxindole was acetylated with acetic anhydride using the procedure of Example 7. When the reaction mixture was poured into a mixture of 3N hydrochloric acid and water, a solid formed. The solid was recovered by filtration and recrystallized from isopropanol to give a 40% yield of the title compound, m.p. 149°-151° C. Reactants: O=C(Cl)c1ccccc1, COc1ccccc1COc1cc(COC2CN(C(=O)OC(C)(C)C)CCC2c2ccc(OCCO)cc2)cc2ccccc12. Yields the product COc1ccccc1COc1cc(COC2CN(C(=O)OC(C)(C)C)CCC2c2ccc(OCCOC(=O)c3ccccc3)cc2)cc2ccccc12. Reaction SMILES: [C:46]([c:47]1[cH:48][cH:49][cH:50][cH:51][cH:52]1)(=[O:53])[Cl:54].[OH:1][CH2:2][CH2:3][O:4][c:5]1[cH:6][cH:7][c:8]([CH:11]2[CH:12]([O:24][CH2:25][c:26]3[cH:27][c:28]4[cH:29][cH:30][cH:31][cH:32][c:33]4[c:34]([O:36][CH2:37][c:38]4[c:39]([O:44][CH3:45])[cH:40][cH:41][cH:42][cH:43]4)[cH:35]3)[CH2:13][N:14]([C:17](=[O:18])[O:19][C:20]([CH3:21])([CH3:22])[CH3:23])[CH2:15][CH2:16]2)[cH:9][cH:10]1>>[O:1]([CH2:2][CH2:3][O:4][c:5]1[cH:6][cH:7][c:8]([CH:11]2[CH:12]([O:24][CH2:25][c:26]3[cH:27][c:28]4[cH:29][cH:30][cH:31][cH:32][c:33]4[c:34]([O:36][CH2:37][c:38]4[c:39]([O:44][CH3:45])[cH:40][cH:41][cH:42][cH:43]4)[cH:35]3)[CH2:13][N:14]([C:17](=[O:18])[O:19][C:20]([CH3:21])([CH3:22])[CH3:23])[CH2:15][CH2:16]2)[cH:9][cH:10]1)[C:46]([c:47]1[cH:48][cH:49][cH:50][cH:51][cH:52]1)=[O:53].